This data is from the Open Reaction Database (ORD), a public repository of structured organic reaction records. The task is: describe an organic reaction: reactants, conditions, products, and yield The reactants are ClC1=CC=C(CS)C=C1 (4-chlorobenzyl mercaptan), [OH-].[Na+] (Sodium hydroxide), C1=CC=CC=C1 (benzene), C(C)(C)(C)N1N=CC(=C(C1=O)Cl)Cl (2-tert.- butyl-4,5-dichloro-3(2H)-pyridazinone). The reagents and catalysts are [Cl-].C(C)[N+](CC1=CC=CC=C1)(CC)CC (triethylbenzylammonium chloride). Solvent: O (water). Conditions: time 15 hour. The product is C(C)(C)(C)N1N=CC(=C(C1=O)Cl)SCC1=CC=C(C=C1)Cl (2-tert.-butyl-4-chloro-5-(4-chlorobenzylthio)-3(2H)-pyridazinone). Yield: 64.4%. As a reaction SMILES: [OH-].[Na+].C1C=CC=CC=1.[C:9]([N:13]1[C:18](=[O:19])[C:17]([Cl:20])=[C:16](Cl)[CH:15]=[N:14]1)([CH3:12])([CH3:11])[CH3:10].[Cl:22][C:23]1[CH:30]=[CH:29][C:26]([CH2:27][SH:28])=[CH:25][CH:24]=1>O.[Cl-].C([N+](CC)(CC)CC1C=CC=CC=1)C>[C:9]([N:13]1[C:18](=[O:19])[C:17]([Cl:20])=[C:16]([S:28][CH2:27][C:26]2[CH:29]=[CH:30][C:23]([Cl:22])=[CH:24][CH:25]=2)[CH:15]=[N:14]1)([CH3:12])([CH3:11])[CH3:10] |f:0.1,6.7|. Procedure details: Sodium hydroxide 0.7 g was dissolved in 15 ml of water, and thereto were added 100 ml of benzene, 3.3 g of 2-tert.- butyl-4,5-dichloro-3(2H)-pyridazinone and 0.15 g of triethylbenzylammonium chloride. The resulting solution was incorporated with 2.4 g of 4-chlorobenzyl mercaptan at room temperature and then stirred for 15 hours. After completion of the reaction, only the organic layer was separated therefrom, washed with a 5% aqueous solution of sodium hydroxide and then with water, and dried ov... Starting materials: C(CCC)OC1=CC=C(C=C1)C=CCCCC(=O)O (6-(p-butoxyphenyl)-5-hexenoic acid). The reagents and catalysts are [Pd] (Pd/C). Product: C(CCC)OC1=CC=C(C=C1)CCCCCC(=O)O (6-(p-Butoxyphenyl)hexanoic acid). Yield: 94.2%. Reaction SMILES: [CH2:1]([O:5][C:6]1[CH:11]=[CH:10][C:9]([CH:12]=[CH:13][CH2:14][CH2:15][CH2:16][C:17]([OH:19])=[O:18])=[CH:8][CH:7]=1)[CH2:2][CH2:3][CH3:4]>[Pd]>[CH2:1]([O:5][C:6]1[CH:7]=[CH:8][C:9]([CH2:12][CH2:13][CH2:14][CH2:15][CH2:16][C:17]([OH:19])=[O:18])=[CH:10][CH:11]=1)[CH2:2][CH2:3][CH3:4]. Procedure details: This compound was synthesized from 6-(p-butoxyphenyl)-5-hexenoic acid (2.62 g, 10 mmol) by a hydrogenation reaction using Pd/C (260 mg). Crystallization (petroleum ether) afforded the product (2.49 g, 94%) as white crystals (mp 39-40° C.). IR: 3400-2500, 1705 cm-1 ; 1H-NMR: 0.96 (t, 3H), 1.35 (m, 2H), 1.50 (m, 2H), 1.62 (m, 4H), 1.75 (m, 2H), 2.35 (t, 2H), 2.52 (t, 2H), 3.92 (t, 2H), 6.95 (q, 4H), 10.30 (bs, 1H). Anal. Calcd. for C16H24O3 : C, 72.69, H, 9.15%; Found: C, 72.78, H, 9.18%.